This data is from the Open Reaction Database (ORD), a public repository of structured organic reaction records. The task is: describe an organic reaction: reactants, conditions, products, and yield The reactants are BrBr, COC(=O)C1CCC(c2ccccc2)CC1, ClC(Cl)Cl, O=[N+]([O-])[O-], O=[N+]([O-])[O-], O=[N+]([O-])[O-], [Na+], [OH-], [Tl+3]. The product is COC(=O)C1CCC(c2ccc(Br)cc2)CC1. As a reaction SMILES: [Br:30][Br:31].[CH3:1][O:2][C:3](=[O:4])[CH:5]1[CH2:6][CH2:7][CH:8]([c:11]2[cH:12][cH:13][cH:14][cH:15][cH:16]2)[CH2:9][CH2:10]1.[CH:34]([Cl:35])([Cl:36])[Cl:37].[N+:17]([O-:18])([O-:19])=[O:20].[N+:22]([O-:23])([O-:24])=[O:25].[N+:26]([O-:27])([O-:28])=[O:29].[Na+:33].[OH-:32].[Tl+3:21]>>[CH3:1][O:2][C:3](=[O:4])[CH:5]1[CH2:6][CH2:7][CH:8]([c:11]2[cH:12][cH:13][c:14]([Br:30])[cH:15][cH:16]2)[CH2:9][CH2:10]1. Starting materials: C(C)OC(CNC(CON=C1C=2C=CC=CC2C2=NC(=C(N=C21)C#N)C(N)=O)=O)=O ([2-(3-carbamoyl-2-cyano-indeno[1,2-b]pyrazin-9-ylideneaminooxy)-acetylamino]-acetic acid ethyl ester), O[Li].O (LiOH.H2O), Cl (HCl). The solvent is C1CCOC1.O (THF H2O). Run at temperature 0 celsius. Yields the product C(N)(=O)C1=C(N=C2C(=N1)C=1C=CC=CC1C2=NOCC(=O)NCC(=O)O)C#N ([2-(3-carbamoyl-2-cyano-indeno[1,2-b]pyrazin-9-ylideneaminooxy)-acetylamino]-acetic acid). Yield: 70.1%. As a reaction SMILES: C([O:3][C:4](=[O:30])[CH2:5][NH:6][C:7](=[O:29])[CH2:8][O:9][N:10]=[C:11]1[C:23]2[C:18](=[N:19][C:20]([C:26](=[O:28])[NH2:27])=[C:21]([C:24]#[N:25])[N:22]=2)[C:17]2[CH:16]=[CH:15][CH:14]=[CH:13][C:12]1=2)C.O[Li].O.Cl>C1COCC1.O>[C:26]([C:20]1[N:19]=[C:18]2[C:17]3[CH:16]=[CH:15][CH:14]=[CH:13][C:12]=3[C:11](=[N:10][O:9][CH2:8][C:7]([NH:6][CH2:5][C:4]([OH:30])=[O:3])=[O:29])[C:23]2=[N:22][C:21]=1[C:24]#[N:25])(=[O:28])[NH2:27] |f:1.2,4.5|. Reported procedure: To a solution of 40 (60 mg, 0.15 mmol) in THF/H2O (1:1, 15 ml) LiOH.H2O (30 mg, 0.71 mmol) was added. The mixture was stirred at room temperature and after 2 h 2N HCl was added up to pH=5. The solvent was removed under reduced pressure and a 1:1 mixture of CH2Cl2/MeOH (10 ml) was added. The solution was cooled at 0° C. and the precipitate was collected by filtration, affording 41 (40 mg, 70%) as green solid. 1H NMR (300 MHz, DMSO d6+TFA): δ 8.35 (t, 1H), 8.13 (dd, 1H), 7.91 (m, 2H), 7.78 (ddd, 1... The reactants are O (H2O), C(C)(=O)C=1C(C(=C(NC1C)C)C(=O)OC)C1=CC=C(C=C1)Cl (Methyl 5-acetyl-2,6-dimethyl-4-(4-chlorophenyl)-1,4-dihydropyridine-3-carboxylate), CI (MeI), [H-].[Na+] (NaH). The solvent is C(C)(=O)OCC (ethyl acetate), CN(C)C=O (DMF). Reaction conditions: temperature 0 celsius, time 15 minute. Yields the product C(C)(=O)C=1C(C(=C(N(C1C)C)C)C(=O)OC)C1=CC=C(C=C1)Cl (Methyl 5-acetyl-4-(4-chlorophenyl)-1,2,6-trimethyl-1,4-dihydropyridine-3-carboxylate). Isolated yield 21.5%. Reaction SMILES: [C:1]([C:4]1[CH:5]([C:16]2[CH:21]=[CH:20][C:19]([Cl:22])=[CH:18][CH:17]=2)[C:6]([C:12]([O:14][CH3:15])=[O:13])=[C:7]([CH3:11])[NH:8][C:9]=1[CH3:10])(=[O:3])[CH3:2].[H-].[Na+].[CH3:25]I.O>CN(C=O)C.C(OCC)(=O)C>[C:1]([C:4]1[CH:5]([C:16]2[CH:21]=[CH:20][C:19]([Cl:22])=[CH:18][CH:17]=2)[C:6]([C:12]([O:14][CH3:15])=[O:13])=[C:7]([CH3:11])[N:8]([CH3:25])[C:9]=1[CH3:10])(=[O:3])[CH3:2] |f:1.2|. Procedure details: 1.0 g (3.2 mmol) of the compound from Example I are dissolved in 15 ml of DMF and treated under argon with 180 mg of NaH. The mixture is stirred at 0° C. for 15 minutes. 0.51 ml (6.2 mmol) of MeI is then added dropwise and the mixture is stirred again for 30 min. It is treated successively with H2O and ethyl acetate and the organic phase is washed with saturated aqueous NaCl solution. It is then concentrated and the residue is separated on silica gel (petroleum ether/AcOEt=1+1). The appropriate ... Starting materials: NCCN1C[C@H]([C@H](CC1)CO)O ((±)-cis-1-(2-aminoethyl)-3-hydroxy-4-piperidinemethanol), ClC1=NC=CN=C1C (2-chloro-3-methylpyrazine), [O-2].[Ca+2] (calcium oxide). Solvent: C(Cl)Cl.CO (CH2Cl2 CH3OH). Conditions: temperature 120 celsius, time 5 hour. The product is CC=1C(=NC=CN1)NCCN1C[C@H]([C@H](CC1)CO)O ((±)-cis-1-[2-[(3-methyl-2-pyrazinyl)amino]ethyl]-3-hydroxy-4-piperidinemethanol). The yield is 23.5%. As a reaction SMILES: [NH2:1][CH2:2][CH2:3][N:4]1[CH2:9][CH2:8][C@H:7]([CH2:10][OH:11])[C@H:6]([OH:12])[CH2:5]1.Cl[C:14]1[C:19]([CH3:20])=[N:18][CH:17]=[CH:16][N:15]=1.[O-2].[Ca+2]>C(Cl)Cl.CO>[CH3:20][C:19]1[C:14]([NH:1][CH2:2][CH2:3][N:4]2[CH2:9][CH2:8][C@H:7]([CH2:10][OH:11])[C@H:6]([OH:12])[CH2:5]2)=[N:15][CH:16]=[CH:17][N:18]=1 |f:2.3,4.5|. Procedure: A mixture of (±)-cis-1-(2-aminoethyl)-3-hydroxy-4-piperidinemethanol (0.064 mol), 2-chloro-3-methylpyrazine (0.068 mol) and calcium oxide (0.145 mol) was stirred for 5 hours at 120° C. The reaction mixture was cooled. The mixture was dissolved in CH2Cl2 /CH3OH and filtered over dicalite. The filtrate was evaporated and the residue was purified by column chromatography over silica gel (eluent: CH2Cl2 /(CH3OH/NH3) 90/10). The desired fractions were collected and the solvent was evaporated. The oil... Reactants: C(O)([O-])=O.[Na+] (sodium hydrogen carbonate), C(C)N1CCN(CC1)C1=CC(=C2C(=N1)CCCCCC2)C2=CC=C(C=C2)OC (2-(4-Ethyl-1-piperazinyl)-4-(4-methoxyphenyl)-5,6,7,8,9,10-hexahydrocycloocta[b]pyridine), [OH-].[Na+] (sodium hydroxide), O (water). Solvent: Br (hydrobromic acid). Reaction conditions: temperature 120 celsius, time 2 hour. Product: C(C)N1CCN(CC1)C1=CC(=C2C(=N1)CCCCCC2)C2=CC=C(C=C2)O (2-(4-ethyl-1-piperazinyl)-4-(4-hydroxyphenyl)-5,6,7,8,9,10-hexahydrocycloocta[b]pyridine). Yield: 47.9%. Reaction SMILES: [CH2:1]([N:3]1[CH2:8][CH2:7][N:6]([C:9]2[N:14]=[C:13]3[CH2:15][CH2:16][CH2:17][CH2:18][CH2:19][CH2:20][C:12]3=[C:11]([C:21]3[CH:26]=[CH:25][C:24]([O:27]C)=[CH:23][CH:22]=3)[CH:10]=2)[CH2:5][CH2:4]1)[CH3:2].O.[OH-].[Na+].C(=O)([O-])O.[Na+]>Br>[CH2:1]([N:3]1[CH2:8][CH2:7][N:6]([C:9]2[N:14]=[C:13]3[CH2:15][CH2:16][CH2:17][CH2:18][CH2:19][CH2:20][C:12]3=[C:11]([C:21]3[CH:26]=[CH:25][C:24]([OH:27])=[CH:23][CH:22]=3)[CH:10]=2)[CH2:5][CH2:4]1)[CH3:2] |f:2.3,4.5|. Reported procedure: 2-(4-Ethyl-1-piperazinyl)-4-(4-methoxyphenyl)-5,6,7,8,9,10-hexahydrocycloocta[b]pyridine (1.3 g) is dissolved in 48% hydrobromic acid (10 ml) and the mixture is stirred at 120° C. for 2 hours. After cooling, water is added thereto and the mixture is neutralized with 1N aqueous sodium hydroxide solution and sodium hydrogen carbonate. The resulting precipitate is collected by filtration, washed with water, and recrystallized from methanol to give the desired product (0.6 g), m.p. 250°-253° C.